This data is from the Open Reaction Database (ORD), a public repository of structured organic reaction records. The task is: describe an organic reaction: reactants, conditions, products, and yield Reactants: NC1=C(C=C(C=C1)O)[N+](=O)[O-] (4-amino-3-nitrophenol), [H-].[Na+] (sodium hydride), COCCl (chloromethyl methyl ether). Run in C1CCOC1 (THF). The product is COCOC1=CC(=C(N)C=C1)[N+](=O)[O-] (4-methoxymethoxy-2-nitroaniline). Yield: 59.8%. Reaction SMILES: [H-].[Na+].[NH2:3][C:4]1[CH:9]=[CH:8][C:7]([OH:10])=[CH:6][C:5]=1[N+:11]([O-:13])=[O:12].[CH3:14][O:15][CH2:16]Cl>C1COCC1>[CH3:14][O:15][CH2:16][O:10][C:7]1[CH:8]=[CH:9][C:4]([NH2:3])=[C:5]([N+:11]([O-:13])=[O:12])[CH:6]=1 |f:0.1|. Procedure: To a suspension of sodium hydride (60%, 2.70 g (67.5 mmol)) in THF (100.0 ml), under cooling with ice and with stirring, 4-amino-3-nitrophenol (10.0 g (64.9 mmol)) was added. To the resulting mixture, after 10 minutes' stirring under cooling with ice, chloromethyl methyl ether (5.50 g (68.3 mmol)) was added dropwise and the mixture was stirred at 5° C. for one hour and at room temperature for one hour, and then concentrated under reduced pressure. The residue was dissolved in ethyl acetate, wash... Reactants: NC(C=1C=C(SC1C)C(=S)OC)=S (methyl 4-(aminothioxomethyl)-5-methylthiothiophene-2-carboxylate), CC(=O)C (acetone), BrC(C(=O)C1=CC=CC=C1)C (2-Bromo-1-phenylpropan-1-one). The solvent is reagent. Yields the product CC=1C=CC=C(C1)C=1N=C(SC1)C=1C=C(SC1C)C(=S)OC (methyl 4-(5-methyl-4-phenyl(1,3-thiazol-2-yl))-5-methylthiothiophene-2-carboxylate). Yield: 76.0%. RXN SMILES: [NH2:1][C:2](=[S:13])[C:3]1[CH:4]=[C:5]([C:9]([O:11][CH3:12])=[S:10])[S:6][C:7]=1[CH3:8].Br[CH:15](C)[C:16]([C:18]1[CH:23]=[CH:22][CH:21]=[CH:20][CH:19]=1)=O.[CH3:25]C(C)=O>>[CH3:25][C:20]1[CH:21]=[CH:22][CH:23]=[C:18]([C:16]2[N:1]=[C:2]([C:3]3[CH:4]=[C:5]([C:9]([O:11][CH3:12])=[S:10])[S:6][C:7]=3[CH3:8])[S:13][CH:15]=2)[CH:19]=1. Reported procedure: 48 mg (0.194 mmol) of methyl 4-(aminothioxomethyl)-5-methylthiothiophene-2-carboxylate (Maybridge Chemical Co. LTD., Cornwall, U.K.) was dissolved in 5 mL of reagent grade acetone. 2-Bromo-1-phenylpropan-1-one (0.223 mmol; 48 mg) was added and the solution was allowed to reflux for 5 h. The solution was allowed to cool and the reaction mixture was concentrated and dissolved in 50 mL of CH2Cl2. The organic layer was washed with 50 mL of 1N HCl (aq.), dried over sodium sulfate and concentrated. Th... Solvent: C(#N)C1=C(C(=O)C(=C(C1=O)Cl)Cl)C#N (DDQ), C(Cl)Cl (CH2Cl2), O (H2O), C(#N)C1=C(C(=O)C(=C(C1=O)Cl)Cl)C#N (DDQ), Hexanes. Procedure details: To a solution of (3-chloro-6-nitro-2-piperidin-1-ylmethyl-phenyl)-(4-methoxy-benzyl)-amine (22) (0.389 g, 1 mmol) in CH2Cl2 (5 mL) and H2O (0.25 mL), DDQ was added at room temperature under vigorous stirring. The dark reaction mixture was monitored by TLC (SiO2, Hexanes:EtOAc, 8:2) and additional DDQ (0.345 g, 1 mmol) was added. The reaction mixture was filtered after additional 2 hours of stirring and diluted with saturated aqueous NaHCO3 solution (100 mL). The product was extracted with CH2Cl2... The reactants are ClC=1C(=C(C(=CC1)[N+](=O)[O-])NCC1=CC=C(C=C1)OC)CN1CCCCC1 ((3-Chloro-6-nitro-2-piperidin-1-ylmethyl-phenyl)-(4-methoxy-benzyl)-amine), CCOC(=O)C (EtOAc). As a reaction SMILES: [Cl:1][C:2]1[C:3]([CH2:21][N:22]2[CH2:27][CH2:26][CH2:25][CH2:24][CH2:23]2)=[C:4]([NH:11]CC2C=CC(OC)=CC=2)[C:5]([N+:8]([O-:10])=[O:9])=[CH:6][CH:7]=1.CCOC(C)=O>C(Cl)Cl.O.C(C1C(=O)C(Cl)=C(Cl)C(=O)C=1C#N)#N>[NH2:11][C:4]1[C:5]([N+:8]([O-:10])=[O:9])=[CH:6][CH:7]=[C:2]([Cl:1])[C:3]=1[CH2:21][N:22]1[CH2:23][CH2:24][CH2:25][CH2:26][CH2:27]1. The product is NC1=C(CN2CCCCC2)C(=CC=C1[N+](=O)[O-])Cl (1-(2-amino-6-chloro-3-nitro-benzyl)-piperidine). The reactants are FC=1C=C(C=2C(C(C(NC2C1)C1=CC=CC=C1)C1=NC=NN1C)=O)C(=O)OCC (ethyl 7-fluoro-3-(1-methyl-1H-1,2,4-triazol-5-yl)-4-oxo-2-phenyl-1,2,3,4-tetrahydroquinoline-5-carboxylate), O.NN (hydrazine monohydrate). Run in CO (methanol). Conditions: temperature 25 celsius, time 15 hour. The product is FC=1C=C2C=3C(=NNC(C3C1)=O)C(C(N2)C2=CC=CC=C2)C2=NC=NN2C (5-Fluoro-9-(1-methyl-1H-1,2,4-triazol-5-yl)-8-phenyl-8,9-dihydro-2H-pyrido[4,3,2-de]phthalazin-3(7H)-one). Isolated yield 24.0%. Reaction SMILES: [F:1][C:2]1[CH:3]=[C:4]([C:25](OCC)=[O:26])[C:5]2[C:6](=O)[CH:7]([C:18]3[N:22]([CH3:23])[N:21]=[CH:20][N:19]=3)[CH:8]([C:12]3[CH:17]=[CH:16][CH:15]=[CH:14][CH:13]=3)[NH:9][C:10]=2[CH:11]=1.O.[NH2:31][NH2:32]>CO>[F:1][C:2]1[CH:11]=[C:10]2[NH:9][CH:8]([C:12]3[CH:13]=[CH:14][CH:15]=[CH:16][CH:17]=3)[CH:7]([C:18]3[N:22]([CH3:23])[N:21]=[CH:20][N:19]=3)[C:6]3=[N:31][NH:32][C:25](=[O:26])[C:4]([CH:3]=1)=[C:5]23 |f:1.2|. Reported procedure: To a solution of ethyl 7-fluoro-3-(1-methyl-1H-1,2,4-triazol-5-yl)-4-oxo-2-phenyl-1,2,3,4-tetrahydroquinoline-5-carboxylate (186 mg, 0.47 mmol) in methanol (1 mL) was added hydrazine monohydrate (0.5 mL), and the mixture was stirred at 25° C. for 15 hr. Then the mixture was filtered to obtain a white solid (40 mg, yield 24%). LC-MS (ESI) m/z: 363 (M+1)+. 1H-NMR (400 MHz, DMSO-d6) δ (ppm): 3.63 (s, 3H), 4.94-5.03 (m, 2H), 6.91-6.94 (dd, J1=11.6 Hz, J2=2.4 Hz, 1H), 7.05-7.08 (dd, J1=9.6 Hz, J2=2.4... Starting materials: CCOC(C)=O, CCO, COc1cc(N2CCC(N3CCN(CCF)CC3)CC2)c(Cl)cc1[N+](=O)[O-]. The product is COc1cc(N2CCC(N3CCN(CCF)CC3)CC2)c(Cl)cc1N. Reaction SMILES: [CH3:28][CH2:29][O:30][C:31]([CH3:32])=[O:33].[CH3:34][CH2:35][OH:36].[Cl:1][c:2]1[c:3]([N:13]2[CH2:14][CH2:15][CH:16]([N:19]3[CH2:20][CH2:21][N:22]([CH2:25][CH2:26][F:27])[CH2:23][CH2:24]3)[CH2:17][CH2:18]2)[cH:4][c:5]([O:11][CH3:12])[c:6]([N+:8]([O-:9])=[O:10])[cH:7]1>>[Cl:1][c:2]1[c:3]([N:13]2[CH2:14][CH2:15][CH:16]([N:19]3[CH2:20][CH2:21][N:22]([CH2:25][CH2:26][F:27])[CH2:23][CH2:24]3)[CH2:17][CH2:18]2)[cH:4][c:5]([O:11][CH3:12])[c:6]([NH2:8])[cH:7]1. Starting materials: O (water), NC1=C(C(=O)NC2C(NC(CC2)=O)=O)C=C(C=C1)Br (2-amino-N-(2,6-dioxo-piperidin-3-yl)-5-bromo-benzamide), C(OC)(OC)OC (trimethyl orthoformate), C1(=CC=C(C=C1)S(=O)(=O)O)C (p-toluene sulfonic acid). Run in C(C)#N (acetonitrile). Conditions: time 2 hour. The product is BrC=1C=C2C(N(C=NC2=CC1)C1C(NC(CC1)=O)=O)=O (3-(6-bromo-4-oxo-4H-quinazolin-3-yl)-piperidine-2,6-dione). Yield: 68.0%. RXN SMILES: [NH2:1][C:2]1[CH:18]=[CH:17][C:16]([Br:19])=[CH:15][C:3]=1[C:4]([NH:6][CH:7]1[CH2:12][CH2:11][C:10](=[O:13])[NH:9][C:8]1=[O:14])=[O:5].[CH:20](OC)(OC)OC.C1(C)C=CC(S(O)(=O)=O)=CC=1.O>C(#N)C>[Br:19][C:16]1[CH:15]=[C:3]2[C:2](=[CH:18][CH:17]=1)[N:1]=[CH:20][N:6]([CH:7]1[CH2:12][CH2:11][C:10](=[O:13])[NH:9][C:8]1=[O:14])[C:4]2=[O:5]. Procedure: A solution of 2-amino-N-(2,6-dioxo-piperidin-3-yl)-5-bromo-benzamide (0.51 g, 1.5 mmol) and trimethyl orthoformate (2 mL) and p-toluene sulfonic acid (150 mg) in acetonitrile (10 mL) was heated to reflux for 12 hours. To the mixture, was added water (70 mL), and stirred at room temperature for 2 hours. The suspension was filtered and washed with ethyl acetate (10 mL). The solid in NMP (3 mL) was heated at 80° C. To the solution, was added water (1.5 mL), and the mixture was allowed to cool to ro... Reactants: SCC=1NC(=C(C(C1C(=O)OCC)C1=CC(=CC=C1)[N+](=O)[O-])C#N)C (2-mercaptomethyl-3-carboethoxy-5-cyano-4-(m-nitrophenyl)-6-methyl-1,4-dihydropyridine), ClCC#N (2-chloroacetonitrile), 1,4-diazabicyclo-2,2,2-octa ne. Run in CCO (EtOH). Yields the product C(#N)CSCC=1NC(=C(C(C1C(=O)OCC)C1=CC(=CC=C1)[N+](=O)[O-])C#N)C (2-(cyanomethylthio)methyl-3-carboethoxy-5-cyano-4-(m-nitrophenyl)-6-methyl-1,4-dihydropyridine). Isolated yield 54.1%. RXN SMILES: [SH:1][CH2:2][C:3]1[NH:4][C:5]([CH3:25])=[C:6]([C:23]#[N:24])[CH:7]([C:14]2[CH:19]=[CH:18][CH:17]=[C:16]([N+:20]([O-:22])=[O:21])[CH:15]=2)[C:8]=1[C:9]([O:11][CH2:12][CH3:13])=[O:10].Cl[CH2:27][C:28]#[N:29]>CCO>[C:28]([CH2:27][S:1][CH2:2][C:3]1[NH:4][C:5]([CH3:25])=[C:6]([C:23]#[N:24])[CH:7]([C:14]2[CH:19]=[CH:18][CH:17]=[C:16]([N+:20]([O-:22])=[O:21])[CH:15]=2)[C:8]=1[C:9]([O:11][CH2:12][CH3:13])=[O:10])#[N:29]. Procedure details: A solution of 2-mercaptomethyl-3-carboethoxy-5-cyano-4-(m-nitrophenyl)-6-methyl-1,4-dihydropyridine (3 g), 2-chloroacetonitrile (1 g) and 1,4-diazabicyclo-2,2,2-octa ne (0.8 g) in EtOH (30 ml) is heated at reflux temperature for six hours. Then the reaction is cooled to room temperature and after usual work-up and purification by columnchromatography (SiO2 90 g; eluent Et2O/AcOEt 90/10) gives 1.8 g of 2-(cyanomethylthio)methyl-3-carboethoxy-5-cyano-4-(m-nitrophenyl)-6-methyl-1,4-dihydropyridine.